This data is from the Open Reaction Database (ORD), a public repository of structured organic reaction records. The task is: describe an organic reaction: reactants, conditions, products, and yield Starting materials: [Br-], CON(C)C(=O)c1cn(Cc2cccc(C)n2)c2ccccc2c1=O, Cc1ccc([Mg+])nc1, C1CCOC1. Yields the product Cc1ccc(C(=O)c2cn(Cc3cccc(C)n3)c3ccccc3c2=O)nc1. As a reaction SMILES: [Br-:26].[CH3:1][O:2][N:3]([C:4](=[O:5])[c:6]1[cH:7][n:8]([CH2:17][c:18]2[n:19][c:20]([CH3:24])[cH:21][cH:22][cH:23]2)[c:9]2[cH:10][cH:11][cH:12][cH:13][c:14]2[c:15]1=[O:16])[CH3:25].[CH3:27][c:28]1[cH:29][cH:30][c:31]([Mg+:34])[n:32][cH:33]1.[O:35]1[CH2:36][CH2:37][CH2:38][CH2:39]1>>[C:4](=[O:5])([c:6]1[cH:7][n:8]([CH2:17][c:18]2[n:19][c:20]([CH3:24])[cH:21][cH:22][cH:23]2)[c:9]2[cH:10][cH:11][cH:12][cH:13][c:14]2[c:15]1=[O:16])[c:31]1[cH:30][cH:29][c:28]([CH3:27])[cH:33][n:32]1.